The task is: describe an organic reaction: reactants, conditions, products, and yield. This data is from the Open Reaction Database (ORD), a public repository of structured organic reaction records. Starting materials: O=C([O-])[O-], CCN(CC)CCCO, CS(=O)(=O)O, CS(=O)(=O)Cl, [K+], [K+], CN(C)C=O, CC(=O)c1ccc(O)cc1. Yields the product CCN(CC)CCCOc1ccc(C(C)=O)cc1. Reaction SMILES: [C:11](=[O:12])([O-:13])[O-:14].[CH2:22]([CH3:23])[N:24]([CH2:25][CH2:26][CH2:27][OH:28])[CH2:29][CH3:30].[CH3:17][S:18]([OH:19])(=[O:20])=[O:21].[CH3:31][S:32](=[O:33])(=[O:34])[Cl:35].[K+:15].[K+:16].[O:36]=[CH:37][N:38]([CH3:39])[CH3:40].[OH:1][c:2]1[cH:3][cH:4][c:5]([C:8]([CH3:9])=[O:10])[cH:6][cH:7]1>>[O:1]([c:2]1[cH:3][cH:4][c:5]([C:8]([CH3:9])=[O:10])[cH:6][cH:7]1)[CH2:27][CH2:26][CH2:25][N:24]([CH2:22][CH3:23])[CH2:29][CH3:30].